This data is from the Open Reaction Database (ORD), a public repository of structured organic reaction records. The task is: describe an organic reaction: reactants, conditions, products, and yield Starting materials: O=C([O-])[O-], CC1(C(=O)O)CCCCC1, CNC(CC1CCCCC1)CN1CCC(c2ccccc2OC)CC1, [Cl-], ClCCl, [K+], [K+], O. Yields the product COc1ccccc1C1CCN(CC(CC2CCCCC2)N(C)C(=O)C2(C)CCCCC2)CC1. RXN SMILES: [C:1](=[O:2])([O-:3])[O-:4].[CH3:33][C:34]1([C:40](=[O:41])[OH:42])[CH2:35][CH2:36][CH2:37][CH2:38][CH2:39]1.[CH:7]1([CH2:13][CH:14]([CH2:15][N:16]2[CH2:17][CH2:18][CH:19]([c:22]3[c:23]([O:28][CH3:29])[cH:24][cH:25][cH:26][cH:27]3)[CH2:20][CH2:21]2)[NH:30][CH3:31])[CH2:8][CH2:9][CH2:10][CH2:11][CH2:12]1.[Cl-:32].[Cl:43][CH2:44][Cl:45].[K+:5].[K+:6].[OH2:46]>>[CH:7]1([CH2:13][CH:14]([CH2:15][N:16]2[CH2:17][CH2:18][CH:19]([c:22]3[c:23]([O:28][CH3:29])[cH:24][cH:25][cH:26][cH:27]3)[CH2:20][CH2:21]2)[N:30]([CH3:31])[C:40]([C:34]2([CH3:33])[CH2:35][CH2:36][CH2:37][CH2:38][CH2:39]2)=[O:42])[CH2:8][CH2:9][CH2:10][CH2:11][CH2:12]1. The reactants are C1(CC1)N1C=C(C(C2=CC(=C(C=C12)N1CCN(CC1)CC)F)=O)C(=O)O (1-cyclopropyl-6-fluoro-1,4-dihydro-4-oxo-7-(4-ethyl-1-piperazinyl)-3-quinoline-carboxylic acid), 37.7, ClC(=O)OCC (ethyl chloroformate). The solvent is C(Cl)(Cl)Cl (chloroform), C(C)N(CC)CC (triethylamine), C(Cl)(Cl)Cl (chloroform). Reaction conditions: temperature -20 celsius, time 30 minute. Product: C1(CC1)N1C=C(C(C2=CC(=C(C=C12)N1CCN(CC1)CC)F)=O)C(=O)OCC (Ethyl 1-cyclopropyl-6-fluoro-1,4-dihydro-4-oxo-7-(4-ethyl-1-piperazinyl)-3-quinolinecarboxylate). Reaction SMILES: [CH:1]1([N:4]2[C:13]3[C:8](=[CH:9][C:10]([F:22])=[C:11]([N:14]4[CH2:19][CH2:18][N:17]([CH2:20][CH3:21])[CH2:16][CH2:15]4)[CH:12]=3)[C:7](=[O:23])[C:6]([C:24]([OH:26])=[O:25])=[CH:5]2)[CH2:3][CH2:2]1.ClC(O[CH2:31][CH3:32])=O>C(Cl)(Cl)Cl.C(N(CC)CC)C>[CH:1]1([N:4]2[C:13]3[C:8](=[CH:9][C:10]([F:22])=[C:11]([N:14]4[CH2:19][CH2:18][N:17]([CH2:20][CH3:21])[CH2:16][CH2:15]4)[CH:12]=3)[C:7](=[O:23])[C:6]([C:24]([O:26][CH2:31][CH3:32])=[O:25])=[CH:5]2)[CH2:3][CH2:2]1. Procedure: 100 parts by weight of 1-cyclopropyl-6-fluoro-1,4-dihydro-4-oxo-7-(4-ethyl-1-piperazinyl)-3-quinoline-carboxylic acid were dissolved in 300 parts by volume of anhydrous chloroform, and 33.2 parts by weight of triethylamine were added. A solution of 37.7 parts by weight of ethyl chloroformate in 100 parts by volume of anhydrous chloroform was added dropwise to this mixture at -20° C. in the course of 30 minutes, and the mixture was stirred for a further 30 minutes at -20° C. and was then stirred ... Reactants: Cl.N1CCC(CC1)C1=CC=C(C#N)C=C1 (4-(piperidin-4-yl)benzonitrile hydrochloride), ClC=1N=CN2C1C=C(C=C2)C2CCN(CC2)C(=O)OC(C)(C)C (tert-butyl 4-(1-chloroimidazo[1,5-a]pyridin-7-yl)piperidine-1-carboxylate), ClC=1N=CN2C1C=C(C=C2)C2CCN(CC2)C(=O)OC(C)(C)C (tert-butyl 4-(1-chloroimidazo[1,5-a]pyridin-7-yl)piperidine-1-carboxylate), C(#N)C1=CC=C(C=C1)C1CCN(CC1)C(=O)OC(C)(C)C (tert-butyl 4-(4-cyanophenyl)piperidine-1-carboxylate). Yields the product Cl.ClC=1N=CN2C1C=C(C=C2)C2CCNCC2 (1-Chloro-7-(piperidin-4-yl)imidazo[1,5-a]pyridine hydrochloride). RXN SMILES: Cl.N1CCC(C2C=CC(C#N)=CC=2)CC1.[Cl:16][C:17]1[N:18]=[CH:19][N:20]2[CH:25]=[CH:24][C:23]([CH:26]3[CH2:31][CH2:30][N:29](C(OC(C)(C)C)=O)[CH2:28][CH2:27]3)=[CH:22][C:21]=12.C(C1C=CC(C2CCN(C(OC(C)(C)C)=O)CC2)=CC=1)#N>>[ClH:16].[Cl:16][C:17]1[N:18]=[CH:19][N:20]2[CH:25]=[CH:24][C:23]([CH:26]3[CH2:31][CH2:30][NH:29][CH2:28][CH2:27]3)=[CH:22][C:21]=12 |f:0.1,4.5|. Reported procedure: The title compound was prepared using standard chemical manipulations and procedures similar to those used for the preparation of compound 1.2, except tert-butyl 4-(1-chloroimidazo[1,5-a]pyridin-7-yl)piperidine-1-carboxylate (compound 68.1) was used in place of tert-butyl 4-(4-cyanophenyl)piperidine-1-carboxylate (compound 1.1) to yield the title compound as a yellow solid. Starting materials: O=P12OP3(=O)OP(=O)(O1)OP(=O)(O2)O3 (Phosphorous pentoxide), COC(CNC(C1=CC(=C(C=C1)[N+](=O)[O-])F)=O)OC (N-(2,2-dimethoxyethyl)-3-fluoro-4-nitro-benzamide). The solvent is CS(=O)(=O)O (methane sulphonic acid). Conditions: temperature 145 celsius. The product is FC=1C=C(C=CC1[N+](=O)[O-])C=1OC=CN1 (2-(3-fluoro-4-nitrophenyl)oxazole). The yield is 32.7%. Reaction SMILES: O=P12OP3(OP(OP(O3)(O1)=O)(=O)O2)=O.CO[CH:17]([O:32]C)[CH2:18][NH:19][C:20](=O)[C:21]1[CH:26]=[CH:25][C:24]([N+:27]([O-:29])=[O:28])=[C:23]([F:30])[CH:22]=1>CS(O)(=O)=O>[F:30][C:23]1[CH:22]=[C:21]([C:20]2[O:32][CH:17]=[CH:18][N:19]=2)[CH:26]=[CH:25][C:24]=1[N+:27]([O-:29])=[O:28]. Reported procedure: Phosphorous pentoxide (4.14 g, 29.41 mmol) was added portion-wise to a solution of N-(2,2-dimethoxyethyl)-3-fluoro-4-nitro-benzamide (2.0 g, 7.35 mmol) in methane sulphonic acid (3 mL) at 0° C. over a period of 30 min. The mixture was heated to 145° C. for 5 h. The reaction mixture was allowed to cool to ambient temperature and quenched with crushed ice and then extracted with ethyl acetate. The combined organic layers were washed with water, brine, dried over anhydrous sodium sulfate and concen... Starting materials: C1CCOC1, Cc1cc(S(=O)(=O)Cl)c(Cl)cc1Cl, ClCCl, Cl, Nc1ccc(Oc2cncc(Cl)c2)c(C(=O)NCc2ccco2)c1, c1ccncc1. Yields the product Cc1cc(S(=O)(=O)Nc2ccc(Oc3cncc(Cl)c3)c(C(=O)NCc3ccco3)c2)c(Cl)cc1Cl. As a reaction SMILES: [CH2:45]1[O:46][CH2:47][CH2:48][CH2:49]1.[Cl:31][c:32]1[c:33]([S:40](=[O:41])(=[O:42])[Cl:43])[cH:34][c:35]([CH3:39])[c:36]([Cl:38])[cH:37]1.[Cl:50][CH2:51][Cl:52].[ClH:44].[NH2:1][c:2]1[cH:3][cH:4][c:5]([O:17][c:18]2[cH:19][c:20]([Cl:24])[cH:21][n:22][cH:23]2)[c:6]([C:7](=[O:8])[NH:9][CH2:10][c:11]2[o:12][cH:13][cH:14][cH:15]2)[cH:16]1.[cH:25]1[cH:26][cH:27][n:28][cH:29][cH:30]1>>[NH:1]([c:2]1[cH:3][cH:4][c:5]([O:17][c:18]2[cH:19][c:20]([Cl:24])[cH:21][n:22][cH:23]2)[c:6]([C:7](=[O:8])[NH:9][CH2:10][c:11]2[o:12][cH:13][cH:14][cH:15]2)[cH:16]1)[S:40]([c:33]1[c:32]([Cl:31])[cH:37][c:36]([Cl:38])[c:35]([CH3:39])[cH:34]1)(=[O:41])=[O:42].